Dataset: the Open Reaction Database (ORD), a public repository of structured organic reaction records. Task: describe an organic reaction: reactants, conditions, products, and yield Reactants: Compound 11, ClC1=CC=C(C2=CC=CC=C12)CBr (4-chloro-1-bromomethylnaphthalene), COP(OC)OC (trimethylphosphite). Product: ClC1=CC=C(C2=CC=CC=C12)CP(OC)(OC)=O ((4-Chloro-1-napthaleneylmethyl)phosphonic acid, dimethyl ester). Reaction SMILES: [Cl:1][C:2]1[C:11]2[C:6](=[CH:7][CH:8]=[CH:9][CH:10]=2)[C:5]([CH2:12]Br)=[CH:4][CH:3]=1.[CH3:14][O:15][P:16]([O:19]C)[O:17][CH3:18]>>[Cl:1][C:2]1[C:11]2[C:6](=[CH:7][CH:8]=[CH:9][CH:10]=2)[C:5]([CH2:12][P:16](=[O:19])([O:17][CH3:18])[O:15][CH3:14])=[CH:4][CH:3]=1. Procedure details: Following the procedure of Compound 11, 4-chloro-1-bromomethylnaphthalene is reacted with trimethylphosphite.